Dataset: the Open Reaction Database (ORD), a public repository of structured organic reaction records. Task: describe an organic reaction: reactants, conditions, products, and yield Starting materials: CNCCO (2-methylamino ethanol), FC1=CC=C(C=C1)S(=O)(=O)Cl (4-fluorophenyl sulfonyl chloride). Product: FC1=CC=C(C=C1)S(=O)(=O)N(CCOS(=O)(=O)C1=CC=C(C=C1)F)C (4-Fluorobenzenesulfonic Acid 2-((4-Fluorobenzenesulfonyl)-methyl-amino)-ethyl Ester). Reaction SMILES: [CH3:1][NH:2][CH2:3][CH2:4][OH:5].[F:6][C:7]1[CH:12]=[CH:11][C:10]([S:13](Cl)(=[O:15])=[O:14])=[CH:9][CH:8]=1>>[F:6][C:7]1[CH:12]=[CH:11][C:10]([S:13]([N:2]([CH3:1])[CH2:3][CH2:4][O:5][S:13]([C:10]2[CH:11]=[CH:12][C:7]([F:6])=[CH:8][CH:9]=2)(=[O:15])=[O:14])(=[O:15])=[O:14])=[CH:9][CH:8]=1. Procedure details: The title compound was prepared from 2-methylamino ethanol and 4-fluorophenyl sulfonyl chloride using the method described in Description 1. Starting materials: ClC1=CC=2C34C(C(NC2C=C1)=O)CC3CCO4 (9-chloro-3,3a,4,4a-tetrahydro-2H-furo[2′,3′:2,3]cyclobuta[1,2-c]quinolin-5(6H)-one), CO (methanol), [H-].[Na+] (sodium hydride), C(=O)(OC(C)(C)C)NCCCCBr (4-(Boc-amino)butyl bromide). Solvent: CN(C=O)C (dimethylformamide). Reaction conditions: time 45 minute. The product is ClC1=CC=2C34C(C(N(C2C=C1)CCCCNC(OC(C)(C)C)=O)=O)CC3CCO4 (tert-butyl [4-(9-chloro-5-oxo-2,3,3a,4,4a,5-hexahydro-6H-furo[2′,3′:2,3]cyclobuta[1,2-c]quinolin-6-yl)butyl]carbamate). Reaction SMILES: [Cl:1][C:2]1[CH:11]=[CH:10][C:9]2[NH:8][C:7](=[O:12])[CH:6]3[CH2:13][CH:14]4[CH2:15][CH2:16][O:17][C:5]34[C:4]=2[CH:3]=1.[H-].[Na+].[C:20]([NH:27][CH2:28][CH2:29][CH2:30][CH2:31]Br)([O:22][C:23]([CH3:26])([CH3:25])[CH3:24])=[O:21].CO>CN(C)C=O>[Cl:1][C:2]1[CH:11]=[CH:10][C:9]2[N:8]([CH2:31][CH2:30][CH2:29][CH2:28][NH:27][C:20](=[O:21])[O:22][C:23]([CH3:26])([CH3:25])[CH3:24])[C:7](=[O:12])[CH:6]3[CH2:13][CH:14]4[CH2:15][CH2:16][O:17][C:5]34[C:4]=2[CH:3]=1 |f:1.2|. Reported procedure: To a solution of 9-chloro-3,3a,4,4a-tetrahydro-2H-furo[2′,3′:2,3]cyclobuta[1,2-c]quinolin-5(6H)-one (200 mg, 0.801 mmol) in dimethylformamide (4 ml) at 0° C. was slowly added sodium hydride (19 mg, 0.801 mmol) over 15 minutes. The suspension was allowed to warm to room temperature. The mixture stirred for 45 minutes and 4-(Boc-amino)butyl bromide (202 mg, 0.801 mmol) was added. The solution was stirred for 15 hours, followed by addition of 0.25 mL methanol. Column chromatography provided the tit... Starting materials: C#CCN, CC#N, CSC(=C[N+](=O)[O-])NCCSCc1[nH]cnc1C. The product is C#CCNC(=C[N+](=O)[O-])NCCSCc1[nH]cnc1C. RXN SMILES: [CH2:19]([C:20]#[CH:21])[NH2:22].[CH3:23][C:24]#[N:25].[N+:1](=[O:2])([O-:3])[CH:4]=[C:5]([NH:6][CH2:7][CH2:8][S:9][CH2:10][c:11]1[c:12]([CH3:16])[n:13][cH:14][nH:15]1)[S:17][CH3:18]>>[N+:1](=[O:2])([O-:3])[CH:4]=[C:5]([NH:6][CH2:7][CH2:8][S:9][CH2:10][c:11]1[c:12]([CH3:16])[n:13][cH:14][nH:15]1)[NH:22][CH2:19][C:20]#[CH:21]. Starting materials: O=C([O-])O, ClCCl, O=C(NC(Cc1ccc(Br)cc1)C(=O)O)OCc1ccccc1, CCN=C=NCCCN(C)C, Cl, CCC(C)(C)CC(O)CN, [Na+], On1nnc2ccccc21. Product: CCC(C)(C)CC(O)CNC(=O)C(Cc1ccc(Br)cc1)NC(=O)OCc1ccccc1. Reaction SMILES: [C:1](=[O:2])([OH:3])[O-:4].[CH2:61]([Cl:62])[Cl:63].[CH2:6]([c:7]1[cH:8][cH:9][cH:10][cH:11][cH:12]1)[O:13][C:14](=[O:15])[NH:16][CH:17]([C:18](=[O:19])[OH:20])[CH2:21][c:22]1[cH:23][cH:24][c:25]([Br:28])[cH:26][cH:27]1.[CH3:40][N:41]([CH3:42])[CH2:43][CH2:44][CH2:45][N:46]=[C:47]=[N:48][CH2:49][CH3:50].[ClH:39].[NH2:29][CH2:30][CH:31]([CH2:32][C:33]([CH2:34][CH3:35])([CH3:36])[CH3:37])[OH:38].[Na+:5].[OH:51][n:52]1[c:53]2[cH:54][cH:55][cH:56][cH:57][c:58]2[n:59][n:60]1>>[CH2:6]([c:7]1[cH:8][cH:9][cH:10][cH:11][cH:12]1)[O:13][C:14](=[O:15])[NH:16][CH:17]([C:18](=[O:20])[NH:29][CH2:30][CH:31]([CH2:32][C:33]([CH2:34][CH3:35])([CH3:36])[CH3:37])[OH:38])[CH2:21][c:22]1[cH:23][cH:24][c:25]([Br:28])[cH:26][cH:27]1. Starting materials: BrC1=CC=C(OC2=CC=C(C=C2)CN(C)C[C@@H]2N(CCC2)CC2=CC=C(C(=O)OC)C=C2)C=C1 (methyl 4-[[(R)-2-[[[[4-(4-bromophenoxy)phenyl]methyl]methylamino]methyl]-1-pyrrolidinyl]methyl]benzoate), [OH-].[Li+] (lithium hydroxide). The solvent is C1CCOC1 (THF), CO (methanol). Run at time 3 day. Product: BrC1=CC=C(OC2=CC=C(C=C2)CN(C)C[C@@H]2N(CCC2)CC2=CC=C(C(=O)O)C=C2)C=C1 (4-[[(R)-2-[[[[4-(4-bromophenoxy)phenyl]methyl]methylamino]methyl]-1-pyrrolidinyl]methyl]benzoic acid). RXN SMILES: [Br:1][C:2]1[CH:34]=[CH:33][C:5]([O:6][C:7]2[CH:12]=[CH:11][C:10]([CH2:13][N:14]([CH2:16][C@H:17]3[CH2:21][CH2:20][CH2:19][N:18]3[CH2:22][C:23]3[CH:32]=[CH:31][C:26]([C:27]([O:29]C)=[O:28])=[CH:25][CH:24]=3)[CH3:15])=[CH:9][CH:8]=2)=[CH:4][CH:3]=1.[OH-].[Li+]>C1COCC1.CO>[Br:1][C:2]1[CH:3]=[CH:4][C:5]([O:6][C:7]2[CH:12]=[CH:11][C:10]([CH2:13][N:14]([CH2:16][C@H:17]3[CH2:21][CH2:20][CH2:19][N:18]3[CH2:22][C:23]3[CH:24]=[CH:25][C:26]([C:27]([OH:29])=[O:28])=[CH:31][CH:32]=3)[CH3:15])=[CH:9][CH:8]=2)=[CH:33][CH:34]=1 |f:1.2|. Procedure: A solution of methyl 4-[[(R)-2-[[[[4-(4-bromophenoxy)phenyl]methyl]methylamino]methyl]-1-pyrrolidinyl]methyl]benzoate in a mixture of THF and methanol and treated with an aqueous solution of lithium hydroxide (400 mg). The reaction was stirred for 3 days. After acidification with 1 N hydrochloric acid, purification by reverse phase preparative HPLC using a gradient of acetonitrile in water containing 0.1% TFA give 270 mg of 4-[[(R)-2-[[[[4-(4-bromophenoxy)phenyl]methyl]methylamino]methyl]-1-pyrr... Starting materials: N1=C(C=CC2=CC=CC=C12)COC1=CC=C(C=C1)NN ([4-(Quinolin-2-ylmethoxy)-phenyl]-hydrazine), CN(C)C=NC(C1=CC=NC=C1)=O (N-Dimethylaminomethylene-isonicotinamide). Solvent: CO (methanol), C(C)(=O)O (acetic acid). Product: N1=CC=C(C=C1)C1=NC=NN1C1=CC=C(OCC2=NC3=CC=CC=C3C=C2)C=C1 (2-[4-(5-Pyridin4-yl-[1,2,4]triazol-1-yl)-phenoxymethyl]-quinoline). The yield is 21.8%. Reaction SMILES: [N:1]1[C:10]2[C:5](=[CH:6][CH:7]=[CH:8][CH:9]=2)[CH:4]=[CH:3][C:2]=1[CH2:11][O:12][C:13]1[CH:18]=[CH:17][C:16]([NH:19][NH2:20])=[CH:15][CH:14]=1.CN([CH:24]=[N:25][C:26](=O)[C:27]1[CH:32]=[CH:31][N:30]=[CH:29][CH:28]=1)C>CO.C(O)(=O)C>[N:30]1[CH:31]=[CH:32][C:27]([C:26]2[N:19]([C:16]3[CH:15]=[CH:14][C:13]([O:12][CH2:11][C:2]4[CH:3]=[CH:4][C:5]5[C:10](=[CH:9][CH:8]=[CH:7][CH:6]=5)[N:1]=4)=[CH:18][CH:17]=3)[N:20]=[CH:24][N:25]=2)=[CH:28][CH:29]=1. Reported procedure: Isonicatinamide (4.15 g) was heated in 35 ml of N,N-Dimethylformamide diethyl acetal at reflux for 3 h. The reaction mixture was cooled to ambient temperature and concentrated to give 5.02 g of N-Dimethylaminomethylene-isonicotinamide. To a solution of [4-(Quinolin-2-ylmethoxy)-phenyl]-hydrazine (3.16 g) in methanol (30 mL) and acetic acid (2.5 mL) was added N-Dimethylaminomethylene-isonicotinamide (1.10 g) and the reaction mixture heated at reflux for 72 h. The reaction mixture was concentrated... Reaction SMILES: [Br:1][c:2]1[c:3]([NH2:11])[cH:4][c:5]([N+:8](=[O:9])[O-:10])[cH:6][cH:7]1.[C:14]([c:15]1[cH:16][cH:17][cH:18][cH:19][cH:20]1)(=[O:21])[Cl:22].[CH2:23]1[O:24][CH2:25][CH2:26][CH2:27]1.[Na+:13].[OH-:12].[OH2:28]>>[Br:1][c:2]1[c:3]([NH:11][C:14]([c:15]2[cH:16][cH:17][cH:18][cH:19][cH:20]2)=[O:21])[cH:4][c:5]([N+:8](=[O:9])[O-:10])[cH:6][cH:7]1. Reactants: Nc1cc([N+](=O)[O-])ccc1Br, O=C(Cl)c1ccccc1, C1CCOC1, [Na+], [OH-], O. The product is O=C(Nc1cc([N+](=O)[O-])ccc1Br)c1ccccc1. Reactants: [BH4-], CO, CC(=O)c1ccc(C(F)(F)Cl)nc1, Cl, [Na+]. Yields the product CC(O)c1ccc(C(F)(F)Cl)nc1. Reaction SMILES: [BH4-:14].[CH3:17][OH:18].[Cl:1][C:2]([c:3]1[cH:4][cH:5][c:6]([C:9]([CH3:10])=[O:11])[cH:7][n:8]1)([F:12])[F:13].[ClH:16].[Na+:15]>>[Cl:1][C:2]([c:3]1[cH:4][cH:5][c:6]([CH:9]([CH3:10])[OH:11])[cH:7][n:8]1)([F:12])[F:13]. Starting materials: BrC=1C(NC(=CC1OCC1=C(C=C(C=C1)F)F)C)=O (3-Bromo-4-[(2,4-difluorobenzyl)oxy]-6-methylpyridin-2(1H)-one), C(C)(=O)O (acetic acid), ClC1=NC=CN=C1 (2-chloropyrazine), [H-].[Na+] (NaH). Solvent: C1CCOC1 (THF). Yields the product BrC=1C(N(C(=CC1OCC1=C(C=C(C=C1)F)F)C)CC1=NC=CN=C1)=O (3-bromo-4-[(2,4-difluorobenzyl)oxy]-6-methyl-1-(pyrazin-2-ylmethyl)pyridin-2(1H)-one). As a reaction SMILES: [Br:1][C:2]1[C:3](=[O:19])[NH:4][C:5]([CH3:18])=[CH:6][C:7]=1[O:8][CH2:9][C:10]1[CH:15]=[CH:14][C:13]([F:16])=[CH:12][C:11]=1[F:17].Cl[C:21]1[CH:26]=[N:25][CH:24]=[CH:23][N:22]=1.[H-].[Na+].[C:29](O)(=O)C>C1COCC1>[Br:1][C:2]1[C:3](=[O:19])[N:4]([CH2:29][C:21]2[CH:26]=[N:25][CH:24]=[CH:23][N:22]=2)[C:5]([CH3:18])=[CH:6][C:7]=1[O:8][CH2:9][C:10]1[CH:15]=[CH:14][C:13]([F:16])=[CH:12][C:11]=1[F:17] |f:2.3|. Procedure: 3-Bromo-4-[(2,4-difluorobenzyl)oxy]-6-methylpyridin-2(1H)-one (1.8 g, 0.0055 mol) and 2-chloropyrazine (0.8 g, 0.00625) were suspended in THF (25 mL), then added NaH (0.15 g, 0.0062 mol), KI (0.1 g) and the mixture was heated at 65° C. under argon atmosphere for 16 h. The reaction mixture was cooled, added acetic acid (0.5 mL) and concentrated to dryness under reduced pressure. The residue was stirred with a mixture of water (50 mL) and EtoAc (25 mL) and filtered the precipitate. It was washed w...